Dataset: the Open Reaction Database (ORD), a public repository of structured organic reaction records. Task: describe an organic reaction: reactants, conditions, products, and yield Starting materials: O=C(O)CCBr, O=C([O-])[O-], CC(C)=O, [K+], [K+], COC(=O)c1ccc(Cl)cc1S. Product: COC(=O)c1ccc(Cl)cc1SCCC(=O)O. RXN SMILES: [Br:7][CH2:8][CH2:9][C:10](=[O:11])[OH:12].[C:1](=[O:2])([O-:3])[O-:4].[CH3:25][C:26](=[O:27])[CH3:28].[K+:5].[K+:6].[SH:13][c:14]1[c:15]([C:16](=[O:17])[O:18][CH3:19])[cH:20][cH:21][c:22]([Cl:24])[cH:23]1>>[CH2:8]([CH2:9][C:10](=[O:11])[OH:12])[S:13][c:14]1[c:15]([C:16](=[O:17])[O:18][CH3:19])[cH:20][cH:21][c:22]([Cl:24])[cH:23]1. The reactants are CO, Cc1nc(S)sc1CC(=O)O, O=S(=O)(O)O. Product: COC(=O)Cc1sc(S)nc1C. Reaction SMILES: [CH3:17][OH:18].[CH3:1][c:2]1[n:3][c:4]([SH:11])[s:5][c:6]1[CH2:7][C:8](=[O:9])[OH:10].[S:12](=[O:13])(=[O:14])([OH:15])[OH:16]>>[CH3:1][c:2]1[n:3][c:4]([SH:11])[s:5][c:6]1[CH2:7][C:8](=[O:9])[O:10][CH3:17].